From a dataset of the Open Reaction Database (ORD), a public repository of structured organic reaction records. describe an organic reaction: reactants, conditions, products, and yield The reactants are [BH4-].[Li+] (Lithium borohydride), CO (MeOH), C(C1=CC=CC=C1)OC1=NC=C(C(=O)OCC2=CC=CC=C2)C=C1 (benzyl 6-(benzyloxy)nicotinate). Solvent: C1CCOC1 (THF), [Cl-].[NH4+] (ammonium chloride). Conditions: temperature 70 celsius, time 2 hour. Yields the product C(C1=CC=CC=C1)OC1=CC=C(C=N1)CO ((6-(benzyloxy)pyridin-3-yl)methanol). RXN SMILES: [BH4-].[Li+].CO.[CH2:5]([O:12][C:13]1[CH:28]=[CH:27][C:16]([C:17](OCC2C=CC=CC=2)=[O:18])=[CH:15][N:14]=1)[C:6]1[CH:11]=[CH:10][CH:9]=[CH:8][CH:7]=1>C1COCC1.[Cl-].[NH4+]>[CH2:5]([O:12][C:13]1[N:14]=[CH:15][C:16]([CH2:17][OH:18])=[CH:27][CH:28]=1)[C:6]1[CH:7]=[CH:8][CH:9]=[CH:10][CH:11]=1 |f:0.1,5.6|. Procedure details: Lithium borohydride (517 mg, 23.5 mmol) and MeOH (752 mg, 23.5 mmol) were added to a solution of benzyl 6-(benzyloxy)nicotinate (5 g, 15.7 mmol) in THF (50 mL) under N2 at 0° C. The mixture was stirred at 70° C. for 2 hours. The mixture was diluted with saturated aqueous ammonium chloride solution and extracted with EtOAc. The organic layer was dried over anhydrous sodium sulfate, filtered, and concentrated under reduced pressure. The residue was purified by column chromatography on silica gel (...